This data is from the Open Reaction Database (ORD), a public repository of structured organic reaction records. The task is: describe an organic reaction: reactants, conditions, products, and yield Starting materials: FC1=NC=CC(=C1)C=1C(=NC(=NC1)N)C=1OC=CC1 (5-(2-fluoro-4-pyridyl)-4-(2-furyl)-2-pyrimidinylamine), [C-]#N.[Na+] (sodium cyanide), C(C)(=O)OCC (ethyl acetate). Solvent: CS(=O)C (dimethylsulfoxide). Conditions: temperature 150 celsius, time 46 hour. Yields the product NC1=NC=C(C(=N1)C=1OC=CC1)C1=CC(=NC=C1)CC(=O)N (4-[2-Amino-4-(2-furyl)-5-pyrimidinyl]-2-pyridinecarboxyamide). Isolated yield 3.0%. Reaction SMILES: F[C:2]1[CH:7]=[C:6]([C:8]2[C:9]([C:15]3[O:16][CH:17]=[CH:18][CH:19]=3)=[N:10][C:11]([NH2:14])=[N:12][CH:13]=2)[CH:5]=[CH:4][N:3]=1.[C-]#[N:21].[Na+].[C:23]([O:26]CC)(=O)[CH3:24]>CS(C)=O>[NH2:14][C:11]1[N:10]=[C:9]([C:15]2[O:16][CH:17]=[CH:18][CH:19]=2)[C:8]([C:6]2[CH:5]=[CH:4][N:3]=[C:2]([CH2:24][C:23]([NH2:21])=[O:26])[CH:7]=2)=[CH:13][N:12]=1 |f:1.2|. Procedure: A suspension of 5-(2-fluoro-4-pyridyl)-4-(2-furyl)-2-pyrimidinylamine (300 mg, 1.17 mmol) and sodium cyanide in dimethylsulfoxide (3 ml) was stirred at 150° C. for 46 hours. After cooling as it was, the reaction mixture was diluted with ethyl acetate and washed with an aqueous solution of saturated ammonium chloride twice. The resulting organic layer was dried over anhydrous sodium sulfate and concentrated. The residue was subjected to silica gel plate (developing solvent; dichloromethane:methan...